This data is from the Open Reaction Database (ORD), a public repository of structured organic reaction records. The task is: describe an organic reaction: reactants, conditions, products, and yield Reactants: C(C1=CC=CC=C1)OC=1C=C(CN(N2C=NN=C2)C2=CC=C(C=C2)C#N)C=CC1 (4-[(3-benzyloxybenzyl)(4-cyanophenyl)amino]-4H-[1,2,4]triazole), C(C1=CC=CC=C1)(=O)OC=1C=C(CBr)C=CC1Cl (3-benzoyloxy-4-chlorobenzyl bromide), [H-].[Na+] (NaH), C(#N)C1=CC=C(C=C1)NN1C=NN=C1 (4-[(4-cyanophenyl)amino]-4H-[1,2,4]triazole). The solvent is CN(C)C=O (DMF), CCOC(=O)C (EtOAc). Product: C(C1=CC=CC=C1)(=O)OC=1C=C(CN(N2C=NN=C2)C2=CC=C(C=C2)C#N)C=CC1Cl (4-[(3-benzoyloxy-4-chlorobenzyl)(4-cyanophenyl)amino]-4H-[1,2,4]triazole). Yield: 82.5%. As a reaction SMILES: C(OC1C=C(C=CC=1)CN(C1C=CC(C#N)=CC=1)N1C=NN=C1)C1C=CC=CC=1.[H-].[Na+].[C:32]([C:34]1[CH:39]=[CH:38][C:37]([NH:40][N:41]2[CH:45]=[N:44][N:43]=[CH:42]2)=[CH:36][CH:35]=1)#[N:33].[C:46]([O:54][C:55]1[CH:56]=[C:57]([CH:60]=[CH:61][C:62]=1[Cl:63])[CH2:58]Br)(=[O:53])[C:47]1[CH:52]=[CH:51][CH:50]=[CH:49][CH:48]=1>CN(C=O)C.CCOC(C)=O>[C:46]([O:54][C:55]1[CH:56]=[C:57]([CH:60]=[CH:61][C:62]=1[Cl:63])[CH2:58][N:40]([C:37]1[CH:36]=[CH:35][C:34]([C:32]#[N:33])=[CH:39][CH:38]=1)[N:41]1[CH:42]=[N:43][N:44]=[CH:45]1)(=[O:53])[C:47]1[CH:52]=[CH:51][CH:50]=[CH:49][CH:48]=1 |f:1.2|. Reported procedure: The title compound was prepared by adapting the method for 4-[(3-benzyloxybenzyl)(4-cyanophenyl)amino]-4H-[1,2,4]triazole using NaH (60% dispersion in oil, 0.20 g, 5.0 mmol), 4-[(4-cyanophenyl)amino]-4H-[1,2,4]triazole (0.926 g, 5.0 mmol) and 3-benzoyloxy-4-chlorobenzyl bromide (1.63 g, 5.0 mmol) in anhydrous DMF (20 mL) to give 4-[(3-benzoyloxy-4-chlorobenzyl)(4-cyanophenyl)amino]-4H-[1,2,4]triazole as a white solid (1.773 g, 82%) after chromatography [SiO2, EtOAc (100%)]; δH (400 MHz, CDCl3) 4... Starting materials: double salt, S(=O)([O-])[O-].[Na+].[Na+] (sodium sulfite), OS(=O)(=O)[O-].[K+] (KHSO4), FC(CCCSCC#N)(F)F ((4,4,4-trifluorobutylthio)acetonitrile), O (water). Solvent: CO (methanol). Run at time 8 hour. Yields the product FC(CCCS(=O)(=O)CC#N)(F)F ((4,4,4-trifluorobutyl sulfonyl)acetonitrile). Reaction SMILES: [OH:1]S([O-])(=O)=O.[K+].[F:7][C:8]([F:17])([F:16])[CH2:9][CH2:10][CH2:11][S:12][CH2:13][C:14]#[N:15].S([O-])([O-])=O.[Na+].[Na+].[OH2:24]>CO>[F:17][C:8]([F:7])([F:16])[CH2:9][CH2:10][CH2:11][S:12]([CH2:13][C:14]#[N:15])(=[O:1])=[O:24] |f:0.1,3.4.5|. Reported procedure: To a suspension of 67.50 g of a double salt 2KHSO5.KHSO4.K2SO4 (Oxone, registered trade mark) in 100 ml of water was added dropwise a solution of 17.82 g of (4,4,4-trifluorobutylthio)acetonitrile in 100 ml of methanol at room temperature over 60 minutes under a nitrogen atmosphere, and the mixture was stirred overnight. To the reaction mixture was added 50 ml of an aqueous 10% sodium sulfite solution, followed by extraction with 200 ml of ethyl acetate twice. Organic layers were combined, washed... Starting materials: O=C([O-])O, COc1ncc(B(O)O)c(OC)n1, CO, COCCOC, ClCCl, Cc1csc(I)n1, [Na+], c1ccc(P(c2ccccc2)(c2ccccc2)[Pd](P(c2ccccc2)(c2ccccc2)c2ccccc2)(P(c2ccccc2)(c2ccccc2)c2ccccc2)P(c2ccccc2)(c2ccccc2)c2ccccc2)cc1. The product is COc1ncc(-c2nc(C)cs2)c(OC)n1. RXN SMILES: [C:8](=[O:9])([OH:10])[O-:11].[CH3:13][O:14][c:15]1[n:16][cH:17][c:18]([B:23]([OH:24])[OH:25])[c:19]([O:21][CH3:22])[n:20]1.[CH3:26][OH:27].[CH3:28][O:29][CH2:30][CH2:31][O:32][CH3:33].[Cl:34][CH2:35][Cl:36].[I:1][c:2]1[s:3][cH:4][c:5]([CH3:7])[n:6]1.[Na+:12].[cH:37]1[cH:38][cH:39][c:40]([P:41]([Pd:42]([P:43]([c:44]2[cH:45][cH:46][cH:47][cH:48][cH:49]2)([c:50]2[cH:51][cH:52][cH:53][cH:54][cH:55]2)[c:56]2[cH:57][cH:58][cH:59][cH:60][cH:61]2)([P:62]([c:63]2[cH:64][cH:65][cH:66][cH:67][cH:68]2)([c:69]2[cH:70][cH:71][cH:72][cH:73][cH:74]2)[c:75]2[cH:76][cH:77][cH:78][cH:79][cH:80]2)[P:81]([c:82]2[cH:83][cH:84][cH:85][cH:86][cH:87]2)([c:88]2[cH:89][cH:90][cH:91][cH:92][cH:93]2)[c:94]2[cH:95][cH:96][cH:97][cH:98][cH:99]2)([c:100]2[cH:101][cH:102][cH:103][cH:104][cH:105]2)[c:106]2[cH:107][cH:108][cH:109][cH:110][cH:111]2)[cH:112][cH:113]1>>[c:2]1(-[c:18]2[cH:17][n:16][c:15]([O:14][CH3:13])[n:20][c:19]2[O:21][CH3:22])[s:3][cH:4][c:5]([CH3:7])[n:6]1. The reactants are C[Mg]Br.C(C)OCC (methyl magnesium bromide diethyl ether), CN1N=CC(=C1)C(C(=O)OCC)=O (ethyl (1-methyl-1H-pyrazol-4-yl)(oxo)acetate), [Cl-].[NH4+] (ammonium chloride). Solvent: C1CCOC1 (THF). Conditions: time 1 hour. Product: OC(C(=O)OCC)(C)C=1C=NN(C1)C (ethyl 2-hydroxy-2-(1-methyl-1H-pyrazol-4-yl)propanoate). RXN SMILES: [CH3:1][N:2]1[CH:6]=[C:5]([C:7](=[O:13])[C:8]([O:10][CH2:11][CH3:12])=[O:9])[CH:4]=[N:3]1.[CH3:14][Mg]Br.C(OCC)C.[Cl-].[NH4+]>C1COCC1>[OH:13][C:7]([C:5]1[CH:4]=[N:3][N:2]([CH3:1])[CH:6]=1)([CH3:14])[C:8]([O:10][CH2:11][CH3:12])=[O:9] |f:1.2,3.4|. Procedure: Under an argon atmosphere, to a solution of 500 mg of ethyl (1-methyl-1H-pyrazol-4-yl)(oxo)acetate that had been cooled in a dry ice-acetone bath in 7.5 ml of THF was added 1.56 ml of a 3.0 M methyl magnesium bromide/diethyl ether solution, followed by stirring for 1 hour. To the reaction mixture was added a saturated aqueous ammonium chloride solution, followed by extraction with ethyl acetate. The organic layer was washed with a saturated aqueous sodium chloride solution and dried over anhydro... Starting materials: CCCCCC (hexane), FC=1C=C(CNC2=C(C=NC(=C2)NC2=CC=C(C=C2)CCCOS(=O)(=O)C)CC(=O)N)C=C(C1)F (4-[(3,5-difluorobenzyl)amino]-6-{[4-(3-methanesulfonyloxypropyl)phenyl]amino}pyridine-3-carboxyamide), FC=1C=C(CNC2=C(C=NC(=C2)NC2=CC=C(C=C2)CCCOS(=O)(=O)C)CC(=O)N)C=C(C1)F (4-[(3,5-difluorobenzyl)amino]-6-{[4-(3-methanesulfonyloxypropyl)phenyl]amino}pyridine-3-carboxyamide), [N-]=[N+]=[N-].[Na+] (sodium azide). The solvent is CN(C=O)C (N,N-dimethylformamide). Reaction conditions: temperature 80 celsius, time 30 minute. Product: N(=[N+]=[N-])CCCC1=CC=C(C=C1)NC1=CC(=C(C=N1)CC(=O)N)NCC1=CC(=CC(=C1)F)F (6-{[4-(3-azidopropyl)phenyl]amino}-4-[(3,5-difluorobenzyl)amino]pyridine-3-carboxyamide). The yield is 95.5%. RXN SMILES: [F:1][C:2]1[CH:3]=[C:4]([CH:32]=[C:33]([F:35])[CH:34]=1)[CH2:5][NH:6][C:7]1[CH:12]=[C:11]([NH:13][C:14]2[CH:19]=[CH:18][C:17]([CH2:20][CH2:21][CH2:22]OS(C)(=O)=O)=[CH:16][CH:15]=2)[N:10]=[CH:9][C:8]=1[CH2:28][C:29]([NH2:31])=[O:30].[N-:36]=[N+:37]=[N-:38].[Na+].CCCCCC>CN(C)C=O>[N:36]([CH2:22][CH2:21][CH2:20][C:17]1[CH:16]=[CH:15][C:14]([NH:13][C:11]2[N:10]=[CH:9][C:8]([CH2:28][C:29]([NH2:31])=[O:30])=[C:7]([NH:6][CH2:5][C:4]3[CH:32]=[C:33]([F:35])[CH:34]=[C:2]([F:1])[CH:3]=3)[CH:12]=2)=[CH:19][CH:18]=1)=[N+:37]=[N-:38] |f:1.2|. Procedure: 268 mg of 4-[(3,5-difluorobenzyl)amino]-6-{[4-(3-methanesulfonyloxypropyl)phenyl]amino}pyridine-3-carboxyamide (the compound of Example 199) was dissolved in 1.5 mL of N,N-dimethylformamide, to which 71 mg of sodium azide was added and stirred at 80° C. for 30 minutes. After cooling, hexane was added to the reaction mixture, and the deposit was filtered. The filtered product was dissolved in chloroform, washed with water and saturated saline, and dried on anhydrous sodium sulfate. By evaporating... Reactants: C1(=CC=CC=C1)[Si]1([Si]([Si]([Si]1(C1=CC=CC=C1)C1=CC=CC=C1)(C1=CC=CC=C1)C1=CC=CC=C1)(C1=CC=CC=C1)C1=CC=CC=C1)C1=CC=CC=C1 (octaphenylcyclotetrasilane), C1(=CC=CC=C1)[Si](C)(C)[Li] (phenyldimethylsilyllithium), C([O-])(O)=O.[Na+] (sodium bicarbonate), C[Si](Cl)(C)C (Trimethylchlorosilane). The solvent is O1CCCC1 (tetrahydrofuran), O1CCCC1 (tetrahydrofuran), CCCCCC (Hexane). Conditions: temperature 0 celsius, time 15 minute. Yields the product C[Si]([Si]([Si]([Si]([Si]([Si](C)(C)C)(C1=CC=CC=C1)C1=CC=CC=C1)(C1=CC=CC=C1)C1=CC=CC=C1)(C1=CC=CC=C1)C1=CC=CC=C1)(C1=CC=CC=C1)C1=CC=CC=C1)(C1=CC=CC=C1)C (1,1,6,6,6-pentamethyl-1,2,2,3,3,4,4,5,5-nonaphenylhexasilane). The yield is 32.0%. As a reaction SMILES: [C:1]1([Si:7]2([C:47]3[CH:52]=[CH:51][CH:50]=[CH:49][CH:48]=3)[Si:10]([C:17]3[CH:22]=[CH:21][CH:20]=[CH:19][CH:18]=3)([C:11]3[CH:16]=[CH:15][CH:14]=[CH:13][CH:12]=3)[Si:9]([C:29]3[CH:34]=[CH:33][CH:32]=[CH:31][CH:30]=3)([C:23]3[CH:28]=[CH:27][CH:26]=[CH:25][CH:24]=3)[Si:8]2([C:41]2[CH:46]=[CH:45][CH:44]=[CH:43][CH:42]=2)[C:35]2[CH:40]=[CH:39][CH:38]=[CH:37][CH:36]=2)[CH:6]=[CH:5][CH:4]=[CH:3][CH:2]=1.[C:53]1([Si:59]([Li])([CH3:61])[CH3:60])[CH:58]=[CH:57][CH:56]=[CH:55][CH:54]=1.[CH3:63][Si:64]([CH3:67])([CH3:66])Cl.C(=O)(O)[O-].[Na+]>CCCCCC.O1CCCC1>[CH3:60][Si:59]([CH3:61])([C:53]1[CH:58]=[CH:57][CH:56]=[CH:55][CH:54]=1)[Si:9]([C:29]1[CH:34]=[CH:33][CH:32]=[CH:31][CH:30]=1)([C:23]1[CH:24]=[CH:25][CH:26]=[CH:27][CH:28]=1)[Si:8]([C:35]1[CH:36]=[CH:37][CH:38]=[CH:39][CH:40]=1)([C:41]1[CH:42]=[CH:43][CH:44]=[CH:45][CH:46]=1)[Si:7]([C:1]1[CH:6]=[CH:5][CH:4]=[CH:3][CH:2]=1)([C:47]1[CH:52]=[CH:51][CH:50]=[CH:49][CH:48]=1)[Si:10]([C:17]1[CH:22]=[CH:21][CH:20]=[CH:19][CH:18]=1)([C:11]1[CH:12]=[CH:13][CH:14]=[CH:15][CH:16]=1)[Si:64]([CH3:67])([CH3:66])[CH3:63] |f:3.4|. Reported procedure: In an argon atmosphere, to a tetrahydrofuran solution (9 ml) of 109 mg (0.15 mmol) of octaphenylcyclotetrasilane was added 0.56 ml (0.15 mmol) of a tetrahydrofuran solution (0.27M) of phenyldimethylsilyllithium, and stirred at 0° C. for 15 minutes. Trimethylchlorosilane in an amount of 108 mg (1.0 mmol) was added, and reacted at room temperature for 3 hours. Hexane (2 ml) and saturated aqueous sodium bicarbonate solution (2 ml) were added, stirred, the hexane layer was separated, and dried with ... Reactants: C1(=CC=CC=C1)P(=O)(C1=CC=CC=C1)OC=1[C@@H]([C@@H]2N(C1C(=O)OCC1=CC=C(C=C1)[N+](=O)[O-])C([C@@H]2[C@@H](C)O)=O)C (p-nitrobenzyl (1R,5S,6S)-2-(diphenylphosphoryloxy)-6-[(R)-1-hydroxyethyl]-1-methylcarbapen-2-em-3-carboxylate), C(C)(C)N(CC)C(C)C (diisopropylethylamine), C(C)(=O)SC1CN(C1)C=1SC=C(N1)CNS(=O)(=O)C1=CC=CC=C1 (3-acetylthio-1-[4-(benzenesulfonylaminomethyl)-1,3-thiazol-2-yl]azetidine), C(C)(=O)O.NN (hydrazine acetate), C(O)([O-])=O.[Na+] (sodium hydrogencarbonate). Run in C(C)#N (acetonitrile), CN(C=O)C (dimethylformamide), C(C)(=O)OCC (ethyl acetate). Reaction conditions: time 1 hour. Product: C1(=CC=CC=C1)S(=O)(=O)NCC=1N=C(SC1)N1CC(C1)SC=1[C@@H]([C@H]2N(C1C(=O)OCC1=CC=C(C=C1)[N+](=O)[O-])C([C@@H]2[C@@H](C)O)=O)C (p-nitrobenzyl (1R,5S,6S)-2-{1-[4-(benzenesulfonylaminomethyl)-1,3-thiazol-2-yl]azetidin-3-yl}thio-6-[(R)-1-hydroxyethyl]-1-methylcarbapen-2-em-3-carboxylate). Isolated yield 61.5%. Reaction SMILES: C([S:4][CH:5]1[CH2:8][N:7]([C:9]2[S:10][CH:11]=[C:12]([CH2:14][NH:15][S:16]([C:19]3[CH:24]=[CH:23][CH:22]=[CH:21][CH:20]=3)(=[O:18])=[O:17])[N:13]=2)[CH2:6]1)(=O)C.C(O)(=O)C.NN.C1(P(O[C:46]2[C@H:47]([CH3:70])[C@H:48]3[C@@H:65]([C@H:66]([OH:68])[CH3:67])[C:64](=[O:69])[N:49]3[C:50]=2[C:51]([O:53][CH2:54][C:55]2[CH:60]=[CH:59][C:58]([N+:61]([O-:63])=[O:62])=[CH:57][CH:56]=2)=[O:52])(C2C=CC=CC=2)=O)C=CC=CC=1.C(N(C(C)C)CC)(C)C.C(=O)([O-])O.[Na+]>CN(C)C=O.C(#N)C.C(OCC)(=O)C>[C:19]1([S:16]([NH:15][CH2:14][C:12]2[N:13]=[C:9]([N:7]3[CH2:8][CH:5]([S:4][C:46]4[C@H:47]([CH3:70])[C@@H:48]5[C@@H:65]([C@H:66]([OH:68])[CH3:67])[C:64](=[O:69])[N:49]5[C:50]=4[C:51]([O:53][CH2:54][C:55]4[CH:56]=[CH:57][C:58]([N+:61]([O-:63])=[O:62])=[CH:59][CH:60]=4)=[O:52])[CH2:6]3)[S:10][CH:11]=2)(=[O:17])=[O:18])[CH:20]=[CH:21][CH:22]=[CH:23][CH:24]=1 |f:1.2,5.6|. Reported procedure: To a solution of 3-acetylthio-1-[4-(benzenesulfonylaminomethyl)-1,3-thiazol-2-yl]azetidine (1.00 g, 2.68 mmol) (obtained as described in Reference Example 65) in dimethylformamide (30 ml) was added hydrazine acetate (296 mg, 3.21 mmol) at room temperature under an atmosphere of nitrogen and the mixture was stirred for 1 hour. After checking the completion of the reaction, a solution of p-nitrobenzyl (1R,5S,6S)-2-(diphenylphosphoryloxy)-6-[(R)-1-hydroxyethyl]-1-methylcarbapen-2-em-3-carboxylate (... Reactants: CCO, O=C1c2ccccc2C(=O)N1CCN1CCC(SC(c2ccccc2)c2ccccc2)CC1, NN, O. Product: NCCN1CCC(SC(c2ccccc2)c2ccccc2)CC1. RXN SMILES: [CH3:37][CH2:38][OH:39].[CH:1]([c:2]1[cH:3][cH:4][cH:5][cH:6][cH:7]1)([c:8]1[cH:9][cH:10][cH:11][cH:12][cH:13]1)[S:14][CH:15]1[CH2:16][CH2:17][N:18]([CH2:21][CH2:22][N:23]2[C:24](=[O:25])[c:26]3[c:27]([cH:28][cH:29][cH:30][cH:31]3)[C:32]2=[O:33])[CH2:19][CH2:20]1.[NH2:35][NH2:36].[OH2:34]>>[CH:1]([c:2]1[cH:3][cH:4][cH:5][cH:6][cH:7]1)([c:8]1[cH:9][cH:10][cH:11][cH:12][cH:13]1)[S:14][CH:15]1[CH2:16][CH2:17][N:18]([CH2:21][CH2:22][NH2:23])[CH2:19][CH2:20]1.